Dataset: the Open Reaction Database (ORD), a public repository of structured organic reaction records. Task: describe an organic reaction: reactants, conditions, products, and yield Reactants: O1C(=CC=C1)C#CC#CCCCCCCCCCC(=O)O (14-(furan-2-yl)tetradeca-11,13-diynoic acid), [OH-].[K+] (potassium hydroxide). The solvent is O (water). Conditions: temperature 40 celsius. The product is O1C(=CC=C1)C#CC#CCCCCCCCCCC(=O)[O-].[K+] (potassium 14-(furan-2-yl)tetradeca-11,13-diynoate). As a reaction SMILES: [O:1]1[CH:5]=[CH:4][CH:3]=[C:2]1[C:6]#[C:7][C:8]#[C:9][CH2:10][CH2:11][CH2:12][CH2:13][CH2:14][CH2:15][CH2:16][CH2:17][CH2:18][C:19]([OH:21])=[O:20].[OH-].[K+:23]>O>[O:1]1[CH:5]=[CH:4][CH:3]=[C:2]1[C:6]#[C:7][C:8]#[C:9][CH2:10][CH2:11][CH2:12][CH2:13][CH2:14][CH2:15][CH2:16][CH2:17][CH2:18][C:19]([O-:21])=[O:20].[K+:23] |f:1.2,4.5|. Procedure details: To a solution of 1 mmol 14-(furan-2-yl)tetradeca-11,13-diynoic acid in water, 1 m molar aqueous potassium hydroxide was added at room temperature with stirring. After 2-3 hours the reaction mixture was concentrated under reduced pressure. The crude product was dissolved in acetone and heated to 40° C. for 10 min, then the solid product filtered off and washed several times with acetone. The resultant solid product was evaporated under reduced pressure yielding potassium 14-(furan-2-yl)tetradeca-... Reactants: C([O-])(O)=O.[Na+] (sodium bicarbonate), Cl (HCl), N1=C(C=CC=C1)C1(CCC2(OCCO2)CC1)O (8-(2-Pyridinyl)-1,4-dioxaspiro[4.5]decan-8-ol). Solvent: C(C)OCC (diethyl ether), C1CCOC1.O (THF H2O), Hexanes. Conditions: time 8 hour. Yields the product OC1(CCC(CC1)=O)C1=NC=CC=C1 (4-hydroxy-4-(pyridin-2-yl)cyclohexanone). Isolated yield 31.0%. RXN SMILES: [N:1]1[CH:6]=[CH:5][CH:4]=[CH:3][C:2]=1[C:7]1([OH:17])[CH2:16][CH2:15][C:10]2(OCC[O:11]2)[CH2:9][CH2:8]1.Cl.C(=O)(O)[O-].[Na+]>C1COCC1.O.C(OCC)C>[OH:17][C:7]1([C:2]2[CH:3]=[CH:4][CH:5]=[CH:6][N:1]=2)[CH2:8][CH2:9][C:10](=[O:11])[CH2:15][CH2:16]1 |f:2.3,4.5|. Procedure: 8-(2-Pyridinyl)-1,4-dioxaspiro[4.5]decan-8-ol (2.70 g) was dissolved in 1:1 THF/H2O (20 mL) then 3N HCl (10 mL) added. Refluxed for 2 hours then stirred overnight at room temperature. Worked up by slowly adding neat sodium bicarbonate until foaming ceased then extracted the mixture 3 times with ethyl acetate. The organic layers were combined, dried (sodium sulfate) and stripped to give an amber oil which solidified. The solids were dissolved in diethyl ether (10 mL). Hexanes (10 mL) were added w... Starting materials: [Si](C)(C)(C(C)(C)C)Cl (tert-butyldimethylsilylchloride), C1(=CC=CC=C1)C1C(C1)NC=1C2=C(N=C(N1)SCCC)N(N=N2)C2C(C(C(C2)O)O)O (4-[7-[(2-Phenylcyclopropyl)amino]-5-(propylthio)-3H-[1,2,3]-triazolo[4,5-d]pyrimidin-3-yl]cyclopentane-1,2,3-triol), [Si](C)(C)(C(C)(C)C)Cl (tert-butyldimethylsilylchloride), N1C=NC=C1 (imidazole). The solvent is CN(C=O)C (N,N-dimethylformamide). Reaction conditions: time 24 hour. Yields the product CN(C=1C2=C(N=C(N1)SCCC)N(N=N2)C2C(C(C(C2)O)O)O)C2C(C2)C2=CC=CC=C2 (4-[7-[N-Methyl-(2-phenylcyclopropyl)amino]-5-(propylthio)-3H-[1,2,3]-triazolo[4,5-d]pyrimidin-3-yl]cyclopentane-1,2,3-triol). Reaction SMILES: [C:1]1([CH:7]2[CH2:9][CH:8]2[NH:10][C:11]2[C:12]3[N:23]=[N:22][N:21]([CH:24]4[CH2:28][CH:27]([OH:29])[CH:26]([OH:30])[CH:25]4[OH:31])[C:13]=3[N:14]=[C:15]([S:17][CH2:18][CH2:19][CH3:20])[N:16]=2)[CH:6]=[CH:5][CH:4]=[CH:3][CH:2]=1.[Si](Cl)(C(C)(C)C)(C)[CH3:33].N1C=CN=C1>CN(C)C=O>[CH3:33][N:10]([CH:8]1[CH2:9][CH:7]1[C:1]1[CH:6]=[CH:5][CH:4]=[CH:3][CH:2]=1)[C:11]1[C:12]2[N:23]=[N:22][N:21]([CH:24]3[CH2:28][CH:27]([OH:29])[CH:26]([OH:30])[CH:25]3[OH:31])[C:13]=2[N:14]=[C:15]([S:17][CH2:18][CH2:19][CH3:20])[N:16]=1. Reported procedure: A mixture of the product of step d) (1.79 g), tert-butyldimethylsilylchloride (1.22 g) and imidazole (1.10 g) in N,N-dimethylformamide (3 ml) was stirred at ambient temperature for 24 hours. Further tert-butyldimethylsilylchloride (1.0 g) was added and the mixture stirred for a further 6 hours. The reaction mixture was concentrated in vacuo and the residue purified by chromatography (SiO2, ethyl acetate: hexane 1:20 as eluant) to afford the sub-title compound (2.43 g). Reactants: N([C@@H](CC(N)=O)C(=O)N[C@@H](COCC1=CC=CC=C1)C(=O)N1[C@@H](C(=O)N[C@@H](CCCNC(N[N+](=O)[O-])=N)C(=O)OCC2=CC=CC=C2)CCC1)C(=O)OCC1=CC=CC=C1 (Z-Asn-Ser(Bzl)-D-Pro-Arg(NO2)-OBzl). Reagents/catalysts: [C].[Pd] (palladium-carbon). Product: N[C@@H](CC(N)=O)C(=O)N[C@@H](CO)C(=O)N1[C@@H](C(=O)N[C@@H](CCCNC(N)=N)C(=O)O)CCC1.CC(=O)O (H-Asn-Ser-D-Pro-Arg-OH acetate). RXN SMILES: [NH:1](C(OCC1C=CC=CC=1)=O)[C@H:2]([C:7]([NH:9][C@H:10]([C:20]([N:22]1[CH2:50][CH2:49][CH2:48][C@@H:23]1[C:24]([NH:26][C@H:27]([C:38]([O:40]CC1C=CC=CC=1)=[O:39])[CH2:28][CH2:29][CH2:30][NH:31][C:32](=[NH:37])[NH:33][N+]([O-])=O)=[O:25])=[O:21])[CH2:11][O:12]CC1C=CC=CC=1)=[O:8])[CH2:3][C:4](=[O:6])[NH2:5]>[C].[Pd]>[NH2:1][C@H:2]([C:7]([NH:9][C@H:10]([C:20]([N:22]1[CH2:50][CH2:49][CH2:48][C@@H:23]1[C:24]([NH:26][C@H:27]([C:38]([OH:40])=[O:39])[CH2:28][CH2:29][CH2:30][NH:31][C:32](=[NH:33])[NH2:37])=[O:25])=[O:21])[CH2:11][OH:12])=[O:8])[CH2:3][C:4](=[O:6])[NH2:5].[CH3:27][C:38]([OH:40])=[O:39] |f:1.2,3.4|. Procedure details: 100 mg of Z-Asn-Ser(Bzl)-D-Pro-Arg(NO2)-OBzl was reduced in the presence of palladium-carbon in the same manner as in Example 7-(4). The resulting product was purified by high-performance liquid chromatography at 12 ml/min.(flow rate), 0 to 10% (B) 20 min. linear gradient (A) (mobile phase), subjected to Dowex 1×2 (acetate type) treatment and freeze-dried to obtain the desired compound. Starting materials: CCOC(=O)C1(CI)CCN(C(=O)c2ccccc2OC)C1, Oc1cnc(-c2ccc(Cl)cc2)nc1. Product: CCOC(=O)C1(COc2cnc(-c3ccc(Cl)cc3)nc2)CCN(C(=O)c2ccccc2OC)C1. Reaction SMILES: [CH2:15]([CH3:16])[O:17][C:18](=[O:19])[C:20]1([CH2:35][I:36])[CH2:21][N:22]([C:25]([c:26]2[c:27]([O:32][CH3:33])[cH:28][cH:29][cH:30][cH:31]2)=[O:34])[CH2:23][CH2:24]1.[Cl:1][c:2]1[cH:3][cH:4][c:5](-[c:8]2[n:9][cH:10][c:11]([OH:14])[cH:12][n:13]2)[cH:6][cH:7]1>>[Cl:1][c:2]1[cH:3][cH:4][c:5](-[c:8]2[n:9][cH:10][c:11]([O:14][CH2:35][C:20]3([C:18]([O:17][CH2:15][CH3:16])=[O:19])[CH2:21][N:22]([C:25]([c:26]4[c:27]([O:32][CH3:33])[cH:28][cH:29][cH:30][cH:31]4)=[O:34])[CH2:23][CH2:24]3)[cH:12][n:13]2)[cH:6][cH:7]1. Reactants: Brc1ccc2[nH]c(C=CC3CCCCC3)nc2c1, COCCOC, CCOC(C)=O, OB(O)c1ccccc1OC(F)(F)F, [Na+], [Na+], O=C([O-])[O-], O. Product: FC(F)(F)Oc1ccccc1-c1ccc2[nH]c(C=CC3CCCCC3)nc2c1. Reaction SMILES: [Br:1][c:2]1[cH:3][c:4]2[c:5]([nH:6][c:7]([CH:9]=[CH:10][CH:11]3[CH2:12][CH2:13][CH2:14][CH2:15][CH2:16]3)[n:8]2)[cH:17][cH:18]1.[CH2:45]([CH2:46][O:47][CH3:48])[O:49][CH3:50].[CH3:39][CH2:40][O:41][C:42](=[O:43])[CH3:44].[F:19][C:20]([O:21][c:22]1[c:23]([B:28]([OH:29])[OH:30])[cH:24][cH:25][cH:26][cH:27]1)([F:31])[F:32].[Na+:33].[Na+:34].[O-:35][C:36](=[O:37])[O-:38].[OH2:51]>>[c:2]1(-[c:23]2[c:22]([O:21][C:20]([F:19])([F:31])[F:32])[cH:27][cH:26][cH:25][cH:24]2)[cH:3][c:4]2[c:5]([nH:6][c:7]([CH:9]=[CH:10][CH:11]3[CH2:12][CH2:13][CH2:14][CH2:15][CH2:16]3)[n:8]2)[cH:17][cH:18]1.